Dataset: the Open Reaction Database (ORD), a public repository of structured organic reaction records. Task: describe an organic reaction: reactants, conditions, products, and yield The reactants are CC1CN(C(=O)OC(C)(C)C)CCN1c1ccc(Cl)cc1, Cl, C1COCCO1. Product: CC1CNCCN1c1ccc(Cl)cc1. As a reaction SMILES: [C:1]([O:2][C:3](=[O:4])[N:8]1[CH2:9][CH:10]([CH3:21])[N:11]([c:14]2[cH:15][cH:16][c:17]([Cl:20])[cH:18][cH:19]2)[CH2:12][CH2:13]1)([CH3:5])([CH3:6])[CH3:7].[ClH:22].[O:23]1[CH2:24][CH2:25][O:26][CH2:27][CH2:28]1>>[NH:8]1[CH2:9][CH:10]([CH3:21])[N:11]([c:14]2[cH:15][cH:16][c:17]([Cl:20])[cH:18][cH:19]2)[CH2:12][CH2:13]1. Reactants: F[B-](F)(F)F.C(#N)C(C(=O)OCC)=NOC(=[N+](C)C)N(C)C (O-[(cyano(ethoxycarbonyl)methylidene)amino]-1,1,3,3-tetramethyluronium tetrafluoroborate), N1([C@@H](C(=O)O)C[C@H](O)C1)C(=O)OCC1C2=CC=CC=C2C2=CC=CC=C12 (Fmoc-D-Hyp-OH), NCC(=O)OC(C)(C)C (H-Gly-OtBu), ON1C(C=CC=C1)=O (N-hydroxypyridone), C(C)(C)N(CC)C(C)C (diisopropylethylamine). The solvent is C(C)#N (acetonitrile), CN(C)C=O (DMF). Reaction conditions: time 1 hour. Yields the product N1([C@@H](C(=O)NCC(=O)OC(C)(C)C)C[C@H](O)C1)C(=O)OCC1C2=CC=CC=C2C2=CC=CC=C12 (Fmoc-D-Hyp-Gly-OtBu). RXN SMILES: [N:1]1([C:10]([O:12][CH2:13][CH:14]2[C:26]3[C:21](=[CH:22][CH:23]=[CH:24][CH:25]=3)[C:20]3[C:15]2=[CH:16][CH:17]=[CH:18][CH:19]=3)=[O:11])[CH2:9][C@@H:7]([OH:8])[CH2:6][C@@H:2]1[C:3](O)=[O:4].[NH2:27][CH2:28][C:29]([O:31][C:32]([CH3:35])([CH3:34])[CH3:33])=[O:30].ON1C=CC=CC1=O.F[B-](F)(F)F.C(C(=NOC(N(C)C)=[N+](C)C)C(OCC)=O)#N.C(N(C(C)C)CC)(C)C>C(#N)C.CN(C=O)C>[N:1]1([C:10]([O:12][CH2:13][CH:14]2[C:15]3[C:20](=[CH:19][CH:18]=[CH:17][CH:16]=3)[C:21]3[C:26]2=[CH:25][CH:24]=[CH:23][CH:22]=3)=[O:11])[CH2:9][C@@H:7]([OH:8])[CH2:6][C@@H:2]1[C:3]([NH:27][CH2:28][C:29]([O:31][C:32]([CH3:35])([CH3:34])[CH3:33])=[O:30])=[O:4] |f:3.4|. Procedure details: 1.4 g of Fmoc-D-Hyp-OH are dissolved in 25 ml of dry acetonitrile and then 1.05 g of H-Gly-OtBu and 0.445 g of N-hydroxypyridone are added. Then 1.31 g of O-[(cyano(ethoxycarbonyl)methylidene)amino]-1,1,3,3-tetramethyluronium tetrafluoroborate (TOTU) are introduced in/portions within 10 minutes, as well as 1.03 ml of diisopropylethylamine in 15 ml of DMF dropwise over the course of 15 minutes. After 1 h, the mixture is concentrated, the residue is taken up in ethyl acetate and extraction with so... Reactants: SCc1ccccc1, COC(=O)C1CO1. Yields the product COC(=O)C(O)CSCc1ccccc1. As a reaction SMILES: [CH2:8]([c:9]1[cH:10][cH:11][cH:12][cH:13][cH:14]1)[SH:15].[CH3:1][O:2][C:3]([CH:4]1[CH2:5][O:6]1)=[O:7]>>[CH3:1][O:2][C:3]([CH:4]([CH2:5][S:15][CH2:8][c:9]1[cH:10][cH:11][cH:12][cH:13][cH:14]1)[OH:6])=[O:7]. Starting materials: C(#N)C=1C=C(C(=O)OC)C=CC1C (methyl 3-cyano-4-methylbenzoate), C1CC(=O)N(C1=O)Br (NBS), 150W. Reagents/catalysts: [W] (tungsten). Run in C(Cl)(Cl)(Cl)Cl (CCl4). Run at time 2 hour. Yields the product C(#N)C=1C=C(C(=O)OC)C=CC1CBr (methyl 3-cyano-4-(bromomethyl)benzoate). The yield is 48.2%. RXN SMILES: [C:1]([C:3]1[CH:4]=[C:5]([CH:10]=[CH:11][C:12]=1[CH3:13])[C:6]([O:8][CH3:9])=[O:7])#[N:2].C1C(=O)N([Br:21])C(=O)C1>C(Cl)(Cl)(Cl)Cl.[W]>[C:1]([C:3]1[CH:4]=[C:5]([CH:10]=[CH:11][C:12]=1[CH2:13][Br:21])[C:6]([O:8][CH3:9])=[O:7])#[N:2]. Reported procedure: A mixture of methyl 3-cyano-4-methylbenzoate (1.78 g, 9.79 mmol) and NBS (1.92 g, 10.8 mmol) in CCl4 (150 mL) was irradiated with a 150W tungsten lamp at 50 C. for 2 h. The reaction was cooled, filtered, and concentrated. The residue was chromatographed (250 g silica, 10% EtOAc/hexanes to 15% EtOAc/hexanes) to give the title compound (1.20 g, 48%); IR(CHCl3: 1291, 1302, 1439, 1728 cm−1; NMR(300 MHz, CDCl3): 4.01 (s, 3H); 4.67 (s, 3H); 7.66 (d, 1H, J=8.1 Hz); 8.24 (d, 1H, J=8.7 Hz); 8.34 (s, 1H);... The reactants are ClC=1C(=CC(=C(C(=O)OC)C1)[N+](=O)[O-])[N+](=O)[O-] (Methyl 5-chloro-2,4-dinitrobenzoate), N(CCO)CCO (diethanolarnine). Solvent: O1CCOCC1 (dioxane). The product is OCCN(CCO)C=1C(=CC(=C(C(=O)OC)C1)[N+](=O)[O-])[N+](=O)[O-] (methyl 5-[N,N-bis(2-hydroxyethyl)amino]-2,4-dinitrobenzoate). The yield is 97.0%. RXN SMILES: Cl[C:2]1[C:3]([N+:15]([O-:17])=[O:16])=[CH:4][C:5]([N+:12]([O-:14])=[O:13])=[C:6]([CH:11]=1)[C:7]([O:9][CH3:10])=[O:8].[NH:18]([CH2:22][CH2:23][OH:24])[CH2:19][CH2:20][OH:21]>O1CCOCC1>[OH:21][CH2:20][CH2:19][N:18]([C:2]1[C:3]([N+:15]([O-:17])=[O:16])=[CH:4][C:5]([N+:12]([O-:14])=[O:13])=[C:6]([CH:11]=1)[C:7]([O:9][CH3:10])=[O:8])[CH2:22][CH2:23][OH:24]. Procedure details: Methyl 5-chloro-2,4-dinitrobenzoate (IV) (1.24 g, 4.76 mmol) was treated with diethanolarnine (1.00 g, 9.52 mmol) in dioxane (50 mL) at 50 ° C. for 3 h, and the residue after workup was chromatographed on silica gel. Elution with EtOAc gave methyl 5-[N,N-bis(2-hydroxyethyl)amino]-2,4-dinitrobenzoate (V) (1.52 g. 97%). mp (EtOAc/petroleum ether) 104°-106° C. 1H NMR (CDCl3) δ8.48 (s, 1 H, H-3), 7.45 (s, 1H, H-6), 3.95 (s, 3H, OCH3), 3.81 (t, J=5.0 Hz, 4 H, CH2OH), 3.60 (t,J=5.0 Hz, 4H, CH2N), 2.20...